From a dataset of the Open Reaction Database (ORD), a public repository of structured organic reaction records. describe an organic reaction: reactants, conditions, products, and yield Starting materials: C(C1=CC=CC=C1)(=O)NN (benzohydrazide), CO (methanol), C(C1=CC=CC=C1)(=O)C1=CC=CC=C1 (benzophenone). The solvent is C(C)(=O)O (acetic acid). Conditions: time 12 hour. Yields the product C1(=CC=CC=C1)C(=NNC(C1=CC=CC=C1)=O)C1=CC=CC=C1 (N′-diphenylmethylenebenzohydrazide). As a reaction SMILES: [C:1]([NH:9][NH2:10])(=[O:8])[C:2]1[CH:7]=[CH:6][CH:5]=[CH:4][CH:3]=1.CO.[C:13]([C:21]1[CH:26]=[CH:25][CH:24]=[CH:23][CH:22]=1)(=O)[C:14]1[CH:19]=[CH:18][CH:17]=[CH:16][CH:15]=1>C(O)(=O)C>[C:14]1([C:13]([C:21]2[CH:22]=[CH:23][CH:24]=[CH:25][CH:26]=2)=[N:10][NH:9][C:1](=[O:8])[C:2]2[CH:7]=[CH:6][CH:5]=[CH:4][CH:3]=2)[CH:19]=[CH:18][CH:17]=[CH:16][CH:15]=1. Procedure: A four neck flask (1 liter) equipped with a thermometer, a reflux condenser and a stirrer was charged with 68.0 g (0.5 mol) of benzohydrazide, 700 ml of methanol and 3.5 ml of acetic acid. Added thereto was 109.2 g (0.6 mol) of benzophenone while stirring at room temperature, and heating under reflux was continued for 12 hours. The reaction liquid was cooled down to 5° C. or lower, and then crystal was filtered off and dried under reduced pressure, whereby white crystal was obtained.